Dataset: the Open Reaction Database (ORD), a public repository of structured organic reaction records. Task: describe an organic reaction: reactants, conditions, products, and yield Reaction SMILES: [C:1]([C:4]1[CH:40]=[CH:39][C:7]([C:8]([NH:10][CH2:11][CH2:12][CH2:13][C@@H:14]2[N:19]([C:20](=[O:33])[CH2:21][NH:22][C:23](OCC3C=CC=CC=3)=[O:24])[CH2:18][CH2:17][N:16]([CH2:34][C:35]([OH:37])=[O:36])[C:15]2=[O:38])=[O:9])=[CH:6][CH:5]=1)(=[NH:3])[NH2:2].ON1C(=O)CCC1=O.C(OC([NH:56][CH2:57][CH2:58][C:59]1[CH:67]=[CH:66][C:62](C(O)=O)=[CH:61][CH:60]=1)=O)(C)(C)C.Cl.C(N=C=NCCCN(C)C)C.[F:80][C:81]([F:86])([F:85])[C:82]([OH:84])=[O:83]>CO.[H][H].CN(C)C=O>[F:80][C:81]([F:86])([F:85])[C:82]([OH:84])=[O:83].[NH2:56][CH2:57][CH2:58][C:59]1[CH:67]=[CH:66][C:62]([C:23]([NH:22][CH2:21][C:20]([N:19]2[CH2:18][CH2:17][N:16]([CH2:34][C:35]([OH:37])=[O:36])[C:15](=[O:38])[C@@H:14]2[CH2:13][CH2:12][CH2:11][NH:10][C:8](=[O:9])[C:7]2[CH:39]=[CH:40][C:4]([C:1](=[NH:3])[NH2:2])=[CH:5][CH:6]=2)=[O:33])=[O:24])=[CH:61][CH:60]=1 |f:3.4,9.10|. The solvent is CO (methanol), CN(C=O)C (dimethylformamide), CN(C=O)C (dimethylformamide), [H][H] (hydrogen). The reactants are ON1C(CCC1=O)=O (N-hydroxysuccinimide), C(C)(C)(C)OC(=O)NCCC1=CC=C(C(=O)O)C=C1 (4-(2-t-butoxycarbonylaminoethyl)benzoic acid), Cl.C(C)N=C=NCCCN(C)C (1-ethyl-3-(3-dimethylaminopropyl)carbodiimide hydrochloride), C(N)(=N)C1=CC=C(C(=O)NCCC[C@H]2C(N(CCN2C(CNC(=O)OCC2=CC=CC=C2)=O)CC(=O)O)=O)C=C1 ((S)-3-[3-(4-amidinobenzoylamino)propyl]-4-benzyloxycarbonylaminoacetyl-2-oxopiperazine-1-acetic acid), FC(C(=O)O)(F)F (trifluoroacetic acid), Pd--C, ester. Procedure: In 20 ml of methanol was dissolved 300 mg of (S)-3-[3-(4-amidinobenzoylamino)propyl]-4-benzyloxycarbonylaminoacetyl-2-oxopiperazine-1-acetic acid produced in Reference Example 21. To the solution was added 120 mg of 10% Pd--C, and the mixture was stirred for one hour at room temperature in hydrogen streams. The catalyst was filtered off, and the filtrate was concentrated under reduced pressure to give an oily product, which was dissolved in 5 ml of dimethylformamide. To the solution was added 5 ... Run at time 2 hour. Yields the product FC(C(=O)O)(F)F.NCCC1=CC=C(C(=O)NCC(=O)N2[C@H](C(N(CC2)CC(=O)O)=O)CCCNC(C2=CC=C(C=C2)C(N)=N)=O)C=C1 ((S)-4-[4-(2-Aminoethyl)benzoylamino]acetyl-3-[3-(4-amidinobenzoylamino)propyl]-2-oxopiperazine-1-acetic acid trifluoroacetate). Reactants: CN, O=C(Cl)N1CC(Oc2ccc(Cl)cc2)C1, C1CCOC1, O. The product is CNC(=O)N1CC(Oc2ccc(Cl)cc2)C1. RXN SMILES: [CH3:16][NH2:17].[Cl:1][c:2]1[cH:3][cH:4][c:5]([O:6][CH:7]2[CH2:8][N:9]([C:11](=[O:12])[Cl:13])[CH2:10]2)[cH:14][cH:15]1.[O:18]1[CH2:19][CH2:20][CH2:21][CH2:22]1.[OH2:23]>>[Cl:1][c:2]1[cH:3][cH:4][c:5]([O:6][CH:7]2[CH2:8][N:9]([C:11](=[O:12])[NH:17][CH3:16])[CH2:10]2)[cH:14][cH:15]1. The reactants are Cl (hydrochloric acid), ClC=1C=C2CCCC(C2=CC1Cl)=O (6,7-dichloro-1,2,3,4-tetrahydro-1-oxonaphthalene), C1(=CC=C(C=C1)S(=O)(=O)O)C (toluene-p-sulphonic acid). Run in C1(=CC=CC=C1)C (toluene), C(C)OCC (diethyl ether). Product: ClC=1C=C2CCC=C(C2=CC1Cl)C1=CC=C(C=C1)Cl (6,7-dichloro-1-(4-chlorophenyl)-3,4-dihydronaphthalene). Reaction SMILES: [Cl:1][C:2]1[CH:3]=[C:4]2[C:9](=[CH:10][C:11]=1[Cl:12])[C:8](=O)[CH2:7][CH2:6][CH2:5]2.[ClH:14].[C:15]1(C)[CH:20]=[CH:19][C:18](S(O)(=O)=O)=[CH:17][CH:16]=1>C(OCC)C.C1(C)C=CC=CC=1>[Cl:1][C:2]1[CH:3]=[C:4]2[C:9](=[CH:10][C:11]=1[Cl:12])[C:8]([C:15]1[CH:20]=[CH:19][C:18]([Cl:14])=[CH:17][CH:16]=1)=[CH:7][CH2:6][CH2:5]2. Reported procedure: Magnesium turnings (1.5 g.) and diethyl ether (30 ml.) were stirred while a solution of p-bromochlorobenzene (12 g.) in diethyl ether (100 ml.) was added to form the Grignard reagent. The solution was heated under reflux for 10 minutes, then a solution of 6,7-dichloro-1,2,3,4-tetrahydro-1-oxonaphthalene (9 g.) in diethyl ether (100 ml.) was added over 20 minutes, and the mixture was then heated under reflux for 30 minutes. The reaction mixture was cooled and acidified with 2N hydrochloric acid (... The reactants are NC1=CC=C(C(=O)OC)C=C1 (methyl 4-aminobenzoate), [I-].[Na+] (sodium iodide), ClC(C1=C(SC(=C1)C1=CC=C(C=C1)C(F)(F)F)C)C1CCCCC1 (3-[chloro(cyclohexyl)methyl]-2-methyl-5-[4-(trifluoromethyl)phenyl]thiophene), C([O-])([O-])=O.[Na+].[Na+] (sodium carbonate), Cl (Hydrochloric acid), [OH-].[Na+] (sodium hydroxide). Run in CN(C(C)=O)C (N,N-dimethylacetamide), C(C)O (ethanol), O1CCCC1 (tetrahydrofuran). Run at temperature 100 celsius, time 8 hour. Product: C1(CCCCC1)C(C1=C(SC(=C1)C1=CC=C(C=C1)C(F)(F)F)C)NC1=CC=C(C(=O)O)C=C1 (4-[(cyclohexyl{2-methyl-5-[4-(trifluoromethyl)phenyl]thiophen-3-yl}methyl)amino]benzoic acid). The yield is 71.3%. Reaction SMILES: Cl[CH:2]([CH:19]1[CH2:24][CH2:23][CH2:22][CH2:21][CH2:20]1)[C:3]1[CH:7]=[C:6]([C:8]2[CH:13]=[CH:12][C:11]([C:14]([F:17])([F:16])[F:15])=[CH:10][CH:9]=2)[S:5][C:4]=1[CH3:18].[NH2:25][C:26]1[CH:35]=[CH:34][C:29]([C:30]([O:32]C)=[O:31])=[CH:28][CH:27]=1.[I-].[Na+].C(=O)([O-])[O-].[Na+].[Na+].Cl.[OH-].[Na+]>C(O)C.O1CCCC1.CN(C)C(=O)C>[CH:19]1([CH:2]([NH:25][C:26]2[CH:35]=[CH:34][C:29]([C:30]([OH:32])=[O:31])=[CH:28][CH:27]=2)[C:3]2[CH:7]=[C:6]([C:8]3[CH:13]=[CH:12][C:11]([C:14]([F:17])([F:16])[F:15])=[CH:10][CH:9]=3)[S:5][C:4]=2[CH3:18])[CH2:24][CH2:23][CH2:22][CH2:21][CH2:20]1 |f:2.3,4.5.6,8.9|. Procedure details: To a mixture of 3-[chloro(cyclohexyl)methyl]-2-methyl-5-[4-(trifluoromethyl)phenyl]thiophene (1.27 g) synthesized above, methyl 4-aminobenzoate (1.03 g), sodium iodide (1.02 g) and N,N-dimethylacetamide (25 mL) was added sodium carbonate (721 mg), and the mixture was stirred overnight at 100° C. under an argon atmosphere. 1N Hydrochloric acid was added to quench the reaction, and the mixture was extracted with ethyl acetate. The extract was washed with saturated brine, dried over magnesium sulfa... Reactants: CC1(C)NN(C2C3CC4CC(C3)CC2C4)C1=O, O=[N+]([O-])c1cccc(CBr)c1. The product is CC1(C)C(=O)N(C2C3CC4CC(C3)CC2C4)N1Cc1cccc([N+](=O)[O-])c1. Reaction SMILES: [CH:1]12[CH:2]([N:11]3[NH:12][C:13]([CH3:16])([CH3:17])[C:14]3=[O:15])[CH:3]3[CH2:4][CH:5]([CH2:6][CH:7]([CH2:8]1)[CH2:9]3)[CH2:10]2.[N+:18](=[O:19])([O-:20])[c:21]1[cH:22][c:23]([CH2:24][Br:25])[cH:26][cH:27][cH:28]1>>[CH:1]12[CH:2]([N:11]3[N:12]([CH2:24][c:23]4[cH:22][c:21]([N+:18](=[O:19])[O-:20])[cH:28][cH:27][cH:26]4)[C:13]([CH3:16])([CH3:17])[C:14]3=[O:15])[CH:3]3[CH2:4][CH:5]([CH2:6][CH:7]([CH2:8]1)[CH2:9]3)[CH2:10]2. Yield: 56.0%. Procedure: (S)-3-amino-3-(5-chloropyridin-2-yl)-3-(3-fluoro-5-(trifluoromethyl)phenyl) propanamide (0.031 g, 0.085 mmol) was converted to the urea as described in Procedure 2. (S)-1-(3-amino-1-(5-chloropyridin-2-yl)-1-(3-fluoro-5-(trifluoromethyl)phenyl)-3-oxopropyl)-3-(3-fluorophenyl)urea (0.023 g, 56% yield) was isolated after purification by reverse phase prep HPLC: YMC ODSA 30×100 mm, 20-100% MeOH/H2O (0.1% TFA) gradient over 10 min, flow rate 20 mL/min eluting at a retention time of 10.3 min. LCMS: 1.... As a reaction SMILES: [NH2:1][C@:2]([C:18]1[CH:23]=[CH:22][C:21]([Cl:24])=[CH:20][N:19]=1)([C:7]1[CH:12]=[C:11]([C:13]([F:16])([F:15])[F:14])[CH:10]=[C:9]([F:17])[CH:8]=1)[CH2:3][C:4]([NH2:6])=[O:5].[NH2:25][C:26](N)=[O:27]>>[NH2:6][C:4](=[O:5])[CH2:3][C@@:2]([NH:1][C:26]([NH:25][C:7]1[CH:12]=[CH:11][CH:10]=[C:9]([F:17])[CH:8]=1)=[O:27])([C:18]1[CH:23]=[CH:22][C:21]([Cl:24])=[CH:20][N:19]=1)[C:7]1[CH:12]=[C:11]([C:13]([F:15])([F:14])[F:16])[CH:10]=[C:9]([F:17])[CH:8]=1. Starting materials: N[C@@](CC(=O)N)(C1=CC(=CC(=C1)C(F)(F)F)F)C1=NC=C(C=C1)Cl ((S)-3-amino-3-(5-chloropyridin-2-yl)-3-(3-fluoro-5-(trifluoromethyl)phenyl) propanamide), NC(=O)N (urea). Yields the product NC(C[C@](C1=CC(=CC(=C1)C(F)(F)F)F)(C1=NC=C(C=C1)Cl)NC(=O)NC1=CC(=CC=C1)F)=O ((S)-1-(3-amino-1-(5-chloropyridin-2-yl)-1-(3-fluoro-5-(trifluoromethyl)phenyl)-3-oxopropyl)-3-(3-fluorophenyl)urea). Starting materials: [Al+3], CCOC(C)=O, [H-], [H-], [H-], [H-], [Li+], CCOC(=O)CN1CCC(C(=O)N2CCN3C(=O)OC(c4ccccc4)(c4ccccc4)C3C2)CC1, C1CCOC1, O. Product: O=C(C1CCN(CCO)CC1)N1CCN2C(=O)OC(c3ccccc3)(c3ccccc3)C2C1. Reaction SMILES: [Al+3:39].[CH3:43][CH2:44][O:45][C:46](=[O:47])[CH3:48].[H-:37].[H-:40].[H-:41].[H-:42].[Li+:38].[O:1]=[C:2]1[O:3][C:4]([c:25]2[cH:26][cH:27][cH:28][cH:29][cH:30]2)([c:31]2[cH:32][cH:33][cH:34][cH:35][cH:36]2)[CH:5]2[N:6]1[CH2:7][CH2:8][N:9]([C:11](=[O:12])[CH:13]1[CH2:14][CH2:15][N:16]([CH2:19][C:20](=[O:21])[O:22][CH2:23][CH3:24])[CH2:17][CH2:18]1)[CH2:10]2.[O:49]1[CH2:50][CH2:51][CH2:52][CH2:53]1.[OH2:54]>>[O:1]=[C:2]1[O:3][C:4]([c:25]2[cH:26][cH:27][cH:28][cH:29][cH:30]2)([c:31]2[cH:32][cH:33][cH:34][cH:35][cH:36]2)[CH:5]2[N:6]1[CH2:7][CH2:8][N:9]([C:11](=[O:12])[CH:13]1[CH2:14][CH2:15][N:16]([CH2:19][CH2:20][OH:21])[CH2:17][CH2:18]1)[CH2:10]2. Yields the product C1(CC1)C=1OC=2C(N1)=C(C(=C(C2F)C=2OC=CC2)C)C#N (2-cyclopropyl-7-fluoro-6-(2-furyl)-5-methyl-1,3-benzoxazole-4-carbonitrile). Isolated yield 100.0%. RXN SMILES: Br[C:2]1[C:3]([F:17])=[C:4]2[O:8][C:7]([CH:9]3[CH2:11][CH2:10]3)=[N:6][C:5]2=[C:12]([C:15]#[N:16])[C:13]=1[CH3:14].C([Sn](CCCC)(CCCC)[C:23]1[O:24][CH:25]=[CH:26][CH:27]=1)CCC>C1C=CC=CC=1.Cl[Pd](Cl)([P](C1C=CC=CC=1)(C1C=CC=CC=1)C1C=CC=CC=1)[P](C1C=CC=CC=1)(C1C=CC=CC=1)C1C=CC=CC=1.C(C1(C)C(O)=C(C(C)(C)C)C=CC1)(C)(C)C>[CH:9]1([C:7]2[O:8][C:4]3[C:5](=[C:12]([C:15]#[N:16])[C:13]([CH3:14])=[C:2]([C:23]4[O:24][CH:25]=[CH:26][CH:27]=4)[C:3]=3[F:17])[N:6]=2)[CH2:11][CH2:10]1 |^1:44,63|. Procedure: 6-Bromo-2-cyclopropyl-7-fluoro-5-methyl-1,3-benzoxazole-4-carbonitrile (I-77) (100 mg, 0.34 mmol) was dissolved in benzene (3 ml), then 2-tributylstannylfuran (117 μl, 0.37 mmol) and 2,6-di-tert-butylcresol (1 mg) and bis(triphenylphosphine)palladium(II) dichloride (3 mg, 0.003 mmol) were added, followed by hearing under reflux for 20 hours under nitrogen atmosphere. The reaction liquid was cooled, the insoluble matter was separated by filtration through Celite, the solvent was concentrated unde... Reaction conditions: time 30 hour. Reagents/catalysts: Cl[Pd]([P](C1=CC=CC=C1)(C2=CC=CC=C2)C3=CC=CC=C3)([P](C4=CC=CC=C4)(C5=CC=CC=C5)C6=CC=CC=C6)Cl (bis(triphenylphosphine)palladium(II) dichloride), C(C)(C)(C)C1(CC=CC(=C1O)C(C)(C)C)C (2,6-di-tert-butylcresol). Run in C1=CC=CC=C1 (benzene). The reactants are C(CCC)[Sn](C=1OC=CC1)(CCCC)CCCC (2-tributylstannylfuran), BrC=1C(=C2C(N=C(O2)C2CC2)=C(C1C)C#N)F (6-Bromo-2-cyclopropyl-7-fluoro-5-methyl-1,3-benzoxazole-4-carbonitrile). As a reaction SMILES: [CH3:69][C:70]([CH3:71])([O-:72])[CH3:73].[CH3:75][c:76]1[cH:77][cH:78][cH:79][cH:80][cH:81]1.[CH:1]12[N:2]([C:8](=[O:9])[O:10][C:11]([CH3:12])([CH3:13])[CH3:14])[CH2:3][CH:4]([NH:5][CH2:6]1)[CH2:7]2.[Cl:15][c:16]1[n:17][cH:18][c:19]([I:22])[cH:20][cH:21]1.[Na+:74].[O:102]=[C:103]([CH:104]=[CH:105][c:106]1[cH:107][cH:108][cH:109][cH:110][cH:111]1)[CH:112]=[CH:113][c:114]1[cH:115][cH:116][cH:117][cH:118][cH:119]1.[O:120]=[C:121]([CH:122]=[CH:123][c:124]1[cH:125][cH:126][cH:127][cH:128][cH:129]1)[CH:130]=[CH:131][c:132]1[cH:133][cH:134][cH:135][cH:136][cH:137]1.[O:84]=[C:85]([CH:86]=[CH:87][c:88]1[cH:89][cH:90][cH:91][cH:92][cH:93]1)[CH:94]=[CH:95][c:96]1[cH:97][cH:98][cH:99][cH:100][cH:101]1.[Pd:82].[Pd:83].[cH:23]1[cH:24][cH:25][c:26]([P:27]([c:28]2[cH:29][cH:30][c:31]3[c:32]([cH:33][cH:34][cH:35][cH:36]3)[c:37]2-[c:38]2[c:39]3[c:40]([cH:41][cH:42][cH:43][cH:44]3)[cH:45][cH:46][c:47]2[P:48]([c:49]2[cH:50][cH:51][cH:52][cH:53][cH:54]2)[c:55]2[cH:56][cH:57][cH:58][cH:59][cH:60]2)[c:61]2[cH:62][cH:63][cH:64][cH:65][cH:66]2)[cH:67][cH:68]1>>[CH:1]12[N:2]([C:8](=[O:9])[O:10][C:11]([CH3:12])([CH3:13])[CH3:14])[CH2:3][CH:4]([N:5]([c:19]3[cH:18][n:17][c:16]([Cl:15])[cH:21][cH:20]3)[CH2:6]1)[CH2:7]2. Reactants: CC(C)(C)[O-], Cc1ccccc1, CC(C)(C)OC(=O)N1CC2CC1CN2, Clc1ccc(I)cn1, [Na+], O=C(C=Cc1ccccc1)C=Cc1ccccc1, O=C(C=Cc1ccccc1)C=Cc1ccccc1, O=C(C=Cc1ccccc1)C=Cc1ccccc1, [Pd], [Pd], c1ccc(P(c2ccccc2)c2ccc3ccccc3c2-c2c(P(c3ccccc3)c3ccccc3)ccc3ccccc23)cc1. The product is CC(C)(C)OC(=O)N1CC2CC1CN2c1ccc(Cl)nc1.